Dataset: the Open Reaction Database (ORD), a public repository of structured organic reaction records. Task: describe an organic reaction: reactants, conditions, products, and yield Starting materials: CCC(CC)(c1ccc(CCC2(O)CCCC2)c(C)c1)c1ccc(-c2ccc(CC(=O)OC)c(F)c2)c(C)c1, CO, [Cl-], [NH4+], [Na+], [OH-]. Yields the product CCC(CC)(c1ccc(CCC2(O)CCCC2)c(C)c1)c1ccc(-c2ccc(CC(=O)O)c(F)c2)c(C)c1. Reaction SMILES: [CH3:3][O:4][C:5]([CH2:6][c:7]1[c:8]([F:40])[cH:9][c:10](-[c:13]2[c:14]([CH3:39])[cH:15][c:16]([C:19]([CH2:20][CH3:21])([c:22]3[cH:23][c:24]([CH3:36])[c:25]([CH2:28][CH2:29][C:30]4([OH:35])[CH2:31][CH2:32][CH2:33][CH2:34]4)[cH:26][cH:27]3)[CH2:37][CH3:38])[cH:17][cH:18]2)[cH:11][cH:12]1)=[O:41].[CH3:44][OH:45].[Cl-:42].[NH4+:43].[Na+:2].[OH-:1]>>[O:4]=[C:5]([CH2:6][c:7]1[c:8]([F:40])[cH:9][c:10](-[c:13]2[c:14]([CH3:39])[cH:15][c:16]([C:19]([CH2:20][CH3:21])([c:22]3[cH:23][c:24]([CH3:36])[c:25]([CH2:28][CH2:29][C:30]4([OH:35])[CH2:31][CH2:32][CH2:33][CH2:34]4)[cH:26][cH:27]3)[CH2:37][CH3:38])[cH:17][cH:18]2)[cH:11][cH:12]1)[OH:41]. Starting materials: CN, CO, Cc1ccc(S(=O)(=O)OCCOC2CCC3(C)C(CCC4C3CCC3(C)C(c5ccoc5)CCC43O)C2)cc1. Product: CNCCOC1CCC2(C)C(CCC3C2CCC2(C)C(c4ccoc4)CCC32O)C1. As a reaction SMILES: [CH3:1][NH2:2].[CH3:42][OH:43].[S:3]([O:4][CH2:14][CH2:15][O:16][CH:17]1[CH2:18][CH:19]2[CH2:20][CH2:21][CH:22]3[C:23]4([OH:41])[CH2:24][CH2:25][CH:26]([c:36]5[cH:37][o:38][cH:39][cH:40]5)[C:27]4([CH3:28])[CH2:29][CH2:30][CH:31]3[C:32]2([CH3:35])[CH2:33][CH2:34]1)([c:5]1[cH:6][cH:7][c:8]([CH3:9])[cH:10][cH:11]1)(=[O:12])=[O:13]>>[CH3:1][NH:2][CH2:14][CH2:15][O:16][CH:17]1[CH2:18][CH:19]2[CH2:20][CH2:21][CH:22]3[C:23]4([OH:41])[CH2:24][CH2:25][CH:26]([c:36]5[cH:37][o:38][cH:39][cH:40]5)[C:27]4([CH3:28])[CH2:29][CH2:30][CH:31]3[C:32]2([CH3:35])[CH2:33][CH2:34]1. The reactants are O=C([O-])[O-], ClCCl, CN(C)C(=O)Cl, CCO, [K+], [K+], CN1C(=O)CN=C(c2ccccc2F)c2cc(N)ccc21, O. Reaction SMILES: [C:22](=[O:23])([O-:24])[O-:25].[CH2:37]([Cl:38])[Cl:39].[CH3:28][N:29]([C:30](=[O:31])[Cl:32])[CH3:33].[CH3:34][CH2:35][OH:36].[K+:26].[K+:27].[NH2:1][c:2]1[cH:3][cH:4][c:5]2[c:6]([cH:21]1)[C:7]([c:14]1[c:15]([F:20])[cH:16][cH:17][cH:18][cH:19]1)=[N:8][CH2:9][C:10](=[O:13])[N:11]2[CH3:12].[OH2:40]>>[NH:1]([c:2]1[cH:3][cH:4][c:5]2[c:6]([cH:21]1)[C:7]([c:14]1[c:15]([F:20])[cH:16][cH:17][cH:18][cH:19]1)=[N:8][CH2:9][C:10](=[O:13])[N:11]2[CH3:12])[C:30]([N:29]([CH3:28])[CH3:33])=[O:31]. Product: CN(C)C(=O)Nc1ccc2c(c1)C(c1ccccc1F)=NCC(=O)N2C. The reactants are O.[OH-].[Li+] (lithium hydroxide monohydrate), ice, S(=O)([O-])[O-].[Na+].[Na+] (sodium sulfite), OO (Hydrogen peroxide), ice, C(C1=CC=CC=C1)[C@H]1N(C(OC1)=O)C([C@@H](C(C)C)CS(=O)(=O)N1CCN(CC1)C1=NC=C(C=N1)C1=CC=C(C=C1)F)=O (4-(R)-Benzyl-3-(2-(R)-{4-[5-(4-fluorophenyl)pyrimidin-2-yl]piperazine-1-sulfonylmethyl}-3-methylbutyryl)oxazolidin-2-one). The solvent is O (water), [OH-].[Na+] (sodium hydroxide), O (water), O1CCCC1 (tetrahydrofuran). Reaction conditions: time 4 hour. The product is FC1=CC=C(C=C1)C=1C=NC(=NC1)N1CCN(CC1)S(=O)(=O)C[C@@H](C(=O)O)C(C)C (2-(R)-{4-[5-(4-Fluorophenyl)pyrimidin-2-yl]piperazine-1-sulfonylmethyl}-3-methylbutyric acid). Isolated yield 73.3%. Reaction SMILES: OO.C([C@@H]1COC(=O)N1[C:16](=[O:44])[C@H:17]([CH2:21][S:22]([N:25]1[CH2:30][CH2:29][N:28]([C:31]2[N:36]=[CH:35][C:34]([C:37]3[CH:42]=[CH:41][C:40]([F:43])=[CH:39][CH:38]=3)=[CH:33][N:32]=2)[CH2:27][CH2:26]1)(=[O:24])=[O:23])[CH:18]([CH3:20])[CH3:19])C1C=CC=CC=1.O.[OH-].[Li+].S([O-])([O-])=[O:49].[Na+].[Na+]>O1CCCC1.O.[OH-].[Na+]>[F:43][C:40]1[CH:39]=[CH:38][C:37]([C:34]2[CH:35]=[N:36][C:31]([N:28]3[CH2:27][CH2:26][N:25]([S:22]([CH2:21][C@H:17]([CH:18]([CH3:19])[CH3:20])[C:16]([OH:49])=[O:44])(=[O:23])=[O:24])[CH2:30][CH2:29]3)=[N:32][CH:33]=2)=[CH:42][CH:41]=1 |f:2.3.4,5.6.7,10.11|. Procedure details: Hydrogen peroxide (0.37 ml, 27.5 wt % in water) was added to an ice-cold solution of 4-(R)-Benzyl-3-(2-(R)-{4-[5-(4-fluorophenyl)pyrimidin-2-yl]piperazine-1-sulfonylmethyl}-3-methylbutyryl)oxazolidin-2-one(0.67 g) in tetrahydrofuran (5 ml), followed by the dropwise addition of a solution of lithium hydroxide monohydrate (61 mg) in water (2.5 ml), and the mixture stirred in the ice-bath, allowing to slowly warm to ambient temperature. After 4 h, the mixture was re-cooled in ice, treated with sodi... The reactants are Cl.Cl.N1C[C@@H](CC1)NC(=O)C1=CC2=C(N(C(=N2)NC=2SC3=C(N2)C=CC(=C3)Cl)C)C=C1 (2-(6-chloro-benzothiazol-2-ylamino)-1-methyl-1H-benzoimidazole-5-carboxylic acid (R)-pyrrolidin-3-ylamide dihydrochloride), C=O (formaldehyde), [BH-](OC(=O)C)(OC(=O)C)OC(=O)C.[Na+] (Na(OAc)3BH). Solvent: C(Cl)Cl (DCM). Yields the product CN1C[C@@H](CC1)NC(=O)C1=CC2=C(N(C(=N2)NC=2SC3=C(N2)C=CC(=C3)Cl)C)C=C1 (2-(6-Chloro-benzothiazol-2-ylamino)-1-methyl-1H-benzoimidazole-5-carboxylic acid ((R)-1-methyl-pyrrolidin-3-yl)-amide). Yield: 93.4%. Reaction SMILES: Cl.Cl.[NH:3]1[CH2:7][CH2:6][C@@H:5]([NH:8][C:9]([C:11]2[CH:31]=[CH:30][C:14]3[N:15]([CH3:29])[C:16]([NH:18][C:19]4[S:20][C:21]5[CH:27]=[C:26]([Cl:28])[CH:25]=[CH:24][C:22]=5[N:23]=4)=[N:17][C:13]=3[CH:12]=2)=[O:10])[CH2:4]1.C=O.[BH-](OC(C)=O)(OC(C)=O)O[C:36](C)=O.[Na+]>C(Cl)Cl>[CH3:36][N:3]1[CH2:7][CH2:6][C@@H:5]([NH:8][C:9]([C:11]2[CH:31]=[CH:30][C:14]3[N:15]([CH3:29])[C:16]([NH:18][C:19]4[S:20][C:21]5[CH:27]=[C:26]([Cl:28])[CH:25]=[CH:24][C:22]=5[N:23]=4)=[N:17][C:13]=3[CH:12]=2)=[O:10])[CH2:4]1 |f:0.1.2,4.5|. Reported procedure: 2-(6-Chloro-benzothiazol-2-ylamino)-1-methyl-1H-benzoimidazole-5-carboxylic acid ((R)-1-methyl-pyrrolidin-3-yl)-amide (42 mg) was prepared by following General Procedure P starting from 2-(6-chloro-benzothiazol-2-ylamino)-1-methyl-1H-benzoimidazole-5-carboxylic acid (R)-pyrrolidin-3-ylamide dihydrochloride (51 mg), 37% formaldehyde (500 uL), and Na(OAc)3BH (40 mg) in DCM (500 uL). LC/MS: m/z 440.5.